Task: describe an organic reaction: reactants, conditions, products, and yield. Dataset: the Open Reaction Database (ORD), a public repository of structured organic reaction records The reactants are N1=CC(=CC=C1)C1SCC=2N1C=CC2C(=O)C2=CN(C1=CC(=CC=C21)C2=CC=C(C=C2)F)CC(=O)OCC (3-(pyridin-3-yl)-7-[1-carboethoxymethyl-6-(4-fluorophenyl)indol-3-ylcarbonyl]-1H,3H-pyrrolo[1,2-c]thiazole), S1N=CC=C1 (1,2-thiazole), N (NH3). Product: N1=CC(=CC=C1)C1SCC=2N1C=CC2C(=O)C2=CN(C1=CC(=CC=C21)C2=CC=C(C=C2)F)CC(=O)O (3-(Pyridin-3-yl)-7-[1-carboxymethyl-6-(4-fluorophenyl)indol-3-ylcarbonyl]-1H,3H-pyrrolo[1,2-c]thiazole). As a reaction SMILES: [N:1]1[CH:6]=[CH:5][CH:4]=[C:3]([CH:7]2[N:11]3[CH:12]=[CH:13][C:14]([C:15]([C:17]4[C:25]5[C:20](=[CH:21][C:22]([C:26]6[CH:31]=[CH:30][C:29]([F:32])=[CH:28][CH:27]=6)=[CH:23][CH:24]=5)[N:19]([CH2:33][C:34]([O:36]CC)=[O:35])[CH:18]=4)=[O:16])=[C:10]3[CH2:9][S:8]2)[CH:2]=1.S1C=CC=N1.N>>[N:1]1[CH:6]=[CH:5][CH:4]=[C:3]([CH:7]2[N:11]3[CH:12]=[CH:13][C:14]([C:15]([C:17]4[C:25]5[C:20](=[CH:21][C:22]([C:26]6[CH:31]=[CH:30][C:29]([F:32])=[CH:28][CH:27]=6)=[CH:23][CH:24]=5)[N:19]([CH2:33][C:34]([OH:36])=[O:35])[CH:18]=4)=[O:16])=[C:10]3[CH2:9][S:8]2)[CH:2]=1. Procedure: The desired compound was prepared according to the method of Example 49, step 2except substituting 3-(pyridin-3-yl)-7-[1-carboethoxymethyl-6-(4-fluorophenyl)indol-3-ylcarbonyl]-1H,3H-pyrrolo[1,2-c]thiazole, prepared in step 1, for 3-(Pyridin-3-yl)-7-[1-(2-carbomethoxyethyl)-6-(4-fluorophenyl)indol-3-ylcarbonyl]-1H,3H-pyrrolo[1,2-thiazole, m.p. 240°-249° C. 1H NMR (DMSO-d6, 300 MHz) δ4.45 (d, 1H, J=1.5 Hz), 4.65 (dd, 1H, J=1.5, 0.3 Hz), 4.84 (s, 2H), 6.7 (d, 1H, J=0.3 Hz), 6.78 (s, 1H), 6.87 (d, ... The product is BrC=1C=C(C(N(C1)C)=O)NC1=NC=C(C=C1)N1CCN(CC1)CC(C)(C)O (5-Bromo-3-(5-(4-(2-hydroxy-2-methylpropyl)piperazin-1-yl)pyridin-2-ylamino)-1-methylpyridin-2(1H)-one). The reactants are BrC=1C=C(C(N(C1)C)=O)NC1=NC=C(C=C1)N1CCNCC1 (5-Bromo-1-methyl-3-(5-(piperazin-1-yl)pyridin-2-ylamino)pyridin-2(1H)-one), CC1(OC1)C (2,2-dimethyloxirane), C(=O)([O-])[O-].[Cs+].[Cs+] (Cs2CO3). Procedure: A sealed tube equipped with a magnetic stirrer was charged with 5-bromo-1-methyl-3-(5-(piperazin-1-yl)pyridin-2-ylamino)pyridin-2(1H)-one 101j (500 mg, 1.37 mmol), 2,2-dimethyloxirane (990 mg, 13.7 mmol), Cs2CO3 (1.3 g, 4.11 mmol), and CH3CN (15 mL). After three cycles of vacuum/argon flush, the mixture was heated at 110° C. for 15 h. It was then filtered and the filtrate was evaporated in vacuum. Crude 120a thus obtained was used in the next step without further purification (460 mg, 77%). LCMS... Reaction conditions: temperature 110 celsius. Run in CC#N (CH3CN). Reaction SMILES: [Br:1][C:2]1[CH:3]=[C:4]([NH:10][C:11]2[CH:16]=[CH:15][C:14]([N:17]3[CH2:22][CH2:21][NH:20][CH2:19][CH2:18]3)=[CH:13][N:12]=2)[C:5](=[O:9])[N:6]([CH3:8])[CH:7]=1.[CH3:23][C:24]1([CH3:27])[CH2:26][O:25]1.C([O-])([O-])=O.[Cs+].[Cs+]>CC#N>[Br:1][C:2]1[CH:3]=[C:4]([NH:10][C:11]2[CH:16]=[CH:15][C:14]([N:17]3[CH2:22][CH2:21][N:20]([CH2:23][C:24]([OH:25])([CH3:27])[CH3:26])[CH2:19][CH2:18]3)=[CH:13][N:12]=2)[C:5](=[O:9])[N:6]([CH3:8])[CH:7]=1 |f:2.3.4|. The reactants are CCC(C)N, O=C(O)c1ccc2c(c1)S(=O)(=O)N=C(n1ccnc1)N2. The product is CCC(C)NC1=NS(=O)(=O)c2cc(C(=O)O)ccc2N1. As a reaction SMILES: [CH:21]([CH3:22])([CH2:23][CH3:24])[NH2:25].[n:1]1([C:6]2=[N:7][S:8](=[O:19])(=[O:20])[c:9]3[c:10]([cH:12][cH:13][c:14]([C:16](=[O:17])[OH:18])[cH:15]3)[NH:11]2)[cH:2][cH:3][n:4][cH:5]1>>[C:6]1([NH:25][CH:21]([CH3:22])[CH2:23][CH3:24])=[N:7][S:8](=[O:19])(=[O:20])[c:9]2[c:10]([cH:12][cH:13][c:14]([C:16](=[O:17])[OH:18])[cH:15]2)[NH:11]1.